From a dataset of the Open Reaction Database (ORD), a public repository of structured organic reaction records. describe an organic reaction: reactants, conditions, products, and yield Reactants: C(C)C1=C(C=CC=C1)N1CCC=2C(NC=3C(=CC=CC3C21)OC(F)(F)F)=O (1-(2-Ethylphenyl)-4-oxo-6-trifluoromethoxy-2,3,4,5-tetrahydropyrrolo[3,2-c]quinoline). The solvent is P(=O)(Cl)(Cl)Cl (phosphoryl chloride). Run at time 30 minute. The product is C(C)C1=C(C=CC=C1)N1CCC=2C(=NC=3C(=CC=CC3C21)OC(F)(F)F)NCCO (1-(2-ethylphenyl)-4-[(2-hydroxyethyl)amino]-6-trifluoromethoxy-2,3-dihydropyrrolo[3,2-c]quinoline). Isolated yield 228.8%. As a reaction SMILES: [CH2:1]([C:3]1[CH:8]=[CH:7][CH:6]=[CH:5][C:4]=1[N:9]1[C:21]2[C:20]3[CH:19]=[CH:18][CH:17]=[C:16]([O:22][C:23]([F:26])([F:25])[F:24])[C:15]=3[NH:14][C:13](=O)[C:12]=2[CH2:11][CH2:10]1)[CH3:2]>P(Cl)(Cl)(Cl)=O>[CH2:1]([C:3]1[CH:8]=[CH:7][CH:6]=[CH:5][C:4]=1[N:9]1[C:21]2[C:20]3[CH:19]=[CH:18][CH:17]=[C:16]([O:22][C:23]([F:25])([F:24])[F:26])[C:15]=3[N:14]=[C:13]([NH:14][CH2:15][CH2:16][OH:22])[C:12]=2[CH2:11][CH2:10]1)[CH3:2]. Procedure: 1-(2-Ethylphenyl)-4-oxo-6-trifluoromethoxy-2,3,4,5-tetrahydropyrrolo[3,2-c]quinoline(2.5 g, 6.7 mmol) was dissolved in phosphoryl chloride(10 ml), then the reaction mixture was refluxed for 2 hours. After removing the excess phosphoryl chloride by simple distillation, the residue was poured into iced water, neutralized with aqueous solution of sodium hydroxide(1N), stirred at room temperature for 30 minutes, and extracted with dichloromethane(20 ml) for 3 times. The organic layer was washed with...